This data is from the Open Reaction Database (ORD), a public repository of structured organic reaction records. The task is: describe an organic reaction: reactants, conditions, products, and yield Starting materials: C(C)(=O)C=1N(C=C(N1)C(=O)N[C@H](CN1N=C(C=C1)C1=CC(=C(C(=C1)F)C#N)Cl)C)COCC[Si](C)(C)C ((S)-2-Acetyl-N-(1-(3-(3-chloro-4-cyano-5-fluorophenyl)-1H-pyrazol-1-yl)-propan-2-yl)-1-((2-(trimethylsilyl)ethoxy)methyl)-1H-imidazole-4-carboxamide), [BH4-].[Na+] (NaBH4). Solvent: CO (MeOH). Reaction conditions: time 3 hour. The product is ClC=1C=C(C=C(C1C#N)F)C1=NN(C=C1)C[C@H](C)NC(=O)C=1N=C(N(C1)COCC[Si](C)(C)C)C(C)O (N—((S)-1-(3-(3-Chloro-4-cyano-5-fluorophenyl)-1H-pyrazol-1-yl)propan-2-yl)-2-(1-hydroxyethyl)-1-((2-(trimethylsilyl)ethoxy)methyl)-1H-imidazole-4-carboxamide). RXN SMILES: [C:1]([C:4]1[N:5]([CH2:30][O:31][CH2:32][CH2:33][Si:34]([CH3:37])([CH3:36])[CH3:35])[CH:6]=[C:7]([C:9]([NH:11][C@@H:12]([CH3:29])[CH2:13][N:14]2[CH:18]=[CH:17][C:16]([C:19]3[CH:24]=[C:23]([F:25])[C:22]([C:26]#[N:27])=[C:21]([Cl:28])[CH:20]=3)=[N:15]2)=[O:10])[N:8]=1)(=[O:3])[CH3:2].[BH4-].[Na+]>CO>[Cl:28][C:21]1[CH:20]=[C:19]([C:16]2[CH:17]=[CH:18][N:14]([CH2:13][C@@H:12]([NH:11][C:9]([C:7]3[N:8]=[C:4]([CH:1]([OH:3])[CH3:2])[N:5]([CH2:30][O:31][CH2:32][CH2:33][Si:34]([CH3:36])([CH3:35])[CH3:37])[CH:6]=3)=[O:10])[CH3:29])[N:15]=2)[CH:24]=[C:23]([F:25])[C:22]=1[C:26]#[N:27] |f:1.2|. Procedure details: (S)-2-Acetyl-N-(1-(3-(3-chloro-4-cyano-5-fluorophenyl)-1H-pyrazol-1-yl)-propan-2-yl)-1-((2-(trimethylsilyl)ethoxy)methyl)-1H-imidazole-4-carboxamide (290 mg, 0.53 mmol) was dissolved in MeOH (20 ml). NaBH4 (30 mg, 0.79 mmol) was added to the solution in portions at 0° C. and the mixture was stirred at RT for 3 h. The reaction mixture was concentrated and dluted with water. The mixture was extracted with DCM and the organic layer was concentrated. The product was purified by column chromatography... Reactants: NC=1C(=NC(=CC1)Cl)C(C(=O)OCC)C(=O)OCC (3-amino-2-bis(ethoxycarbonyl)methyl-6-chloropyridine), NC=1C(=NC(=CC1)C(C(=O)OCC)C(=O)OCC)Cl (3-amino-6-bis(ethoxycarbonyl)methyl-2-chloropyridine), C(CC(=O)OCC)(=O)OCC (diethyl malonate). The solvent is Cl (HCl). The product is ClC=1N=C2CC(NC2=CC1)=O (5-chloro-4-azaoxindole). As a reaction SMILES: [NH2:1][C:2]1[C:3]([CH:9](C(OCC)=O)[C:10]([O:12]CC)=O)=[N:4][C:5]([Cl:8])=[CH:6][CH:7]=1.NC1C(Cl)=NC(C(C(OCC)=O)C(OCC)=O)=CC=1.C(OCC)(=O)CC(OCC)=O>Cl>[Cl:8][C:5]1[N:4]=[C:3]2[C:2](=[CH:7][CH:6]=1)[NH:1][C:10](=[O:12])[CH2:9]2. Procedure: The mixture containing 3-amino-2-bis(ethoxycarbonyl)methyl-6-chloropyridine, 3-amino-6-bis(ethoxycarbonyl)methyl-2-chloropyridine and diethyl malonate was taken up in 6N HCl solution (700 mL) and heated at reflux for 5 hours. After removing the aqueous acid in vacuo, the residue was taken up in water and again concentrated to yield 5-chloro-4-azaoxindole as a brown solid which was dried in the air. The yield was 7.04 g. (32% overall from 2,6-dichloro-3-nitropyridine). An analytical sample was pr... RXN SMILES: [CH3:18][NH:19][CH3:20].[Cl:1][CH2:2][CH2:3][CH:4]1[S:5][c:6]2[c:7]([cH:13][cH:14][cH:15][n:16]2)[C:8](=[O:12])[N:9]([CH3:11])[CH2:10]1.[ClH:17]>>[CH2:2]([CH2:3][CH:4]1[S:5][c:6]2[c:7]([cH:13][cH:14][cH:15][n:16]2)[C:8](=[O:12])[N:9]([CH3:11])[CH2:10]1)[N:19]([CH3:18])[CH3:20].[ClH:1]. Yields the product CN(C)CCC1CN(C)C(=O)c2cccnc2S1, Cl. Reactants: CNC, CN1CC(CCCl)Sc2ncccc2C1=O, Cl. Run in C(Cl)Cl (methylene chloride). The reactants are CC(C)(C1=CC=C(C=C1)O)C2=CC=C(C=C2)O.C1C(O1)CCl (EPON 829), epoxy, solids, C=1(C(=CC=CC1)C)C (xylene), N1CCCCC1 (piperidine), OC1=CC=CC2=C(C=CC=C12)O (1,5-dihydroxynaphthalene), xylenes, 423. Product: OC1=CC=C(C=C1)C(C)(C)C1=CC=C(C=C1)O (bisphenol A). Procedure: This comparative example illustrates the Tg enhancement provided by a relatively bulky linking compound that has been referred to in several patents relating to ED paints. 72.7 Parts EPON 829 and 14.8 parts 1,5-dihydroxynaphthalene were combined neat and reacted overnight at 158° C., then diluted with 28.9 parts mixed xylenes. The resulting dark brown, viscous reaction product solution contained 72.5% solids and had an epoxy equivalent weight of 423 (perchloric acid-tetrabutyl ammonium iodide ti... Reaction SMILES: [CH3:1][C:2]([C:11]1[CH:16]=[CH:15][C:14]([OH:17])=[CH:13][CH:12]=1)([C:4]1[CH:9]=[CH:8][C:7]([OH:10])=[CH:6][CH:5]=1)[CH3:3].C1OC1CCl.OC1C2C(=C(O)C=CC=2)C=CC=1.N1CCCCC1.C1(C)C(C)=CC=CC=1>C(Cl)Cl>[OH:10][C:7]1[CH:6]=[CH:5][C:4]([C:2]([C:11]2[CH:12]=[CH:13][C:14]([OH:17])=[CH:15][CH:16]=2)([CH3:3])[CH3:1])=[CH:9][CH:8]=1 |f:0.1|.